This data is from the Open Reaction Database (ORD), a public repository of structured organic reaction records. The task is: describe an organic reaction: reactants, conditions, products, and yield Reactants: COC(CN1C(=C(C2=CC(=CC=C12)F)CC=1C(=NC=CC1)S(N(C1=CC=CC=C1)C)(=O)=O)C)=O ({5-fluoro-2-methyl-3-[2-(methylphenylsulfamoyl)pyridin-3-ylmethyl]indol-1-yl}acetic acid methyl ester), [OH-].[Na+] (sodium hydroxide), CO (methanol). Solvent: Cl (hydrochloric acid). Run at time 1.5 hour. The product is FC=1C=C2C(=C(N(C2=CC1)CC(=O)O)C)CC=1C(=NC=CC1)S(N(C1=CC=CC=C1)C)(=O)=O ({5-fluoro-2-methyl-3-[2-(methylphenyl-sulfamoyl)pyridin-3-ylmethyl]indol-1-yl}acetic acid). Isolated yield 73.6%. Reaction SMILES: C[O:2][C:3](=[O:34])[CH2:4][N:5]1[C:13]2[C:8](=[CH:9][C:10]([F:14])=[CH:11][CH:12]=2)[C:7]([CH2:15][C:16]2[C:17]([S:22](=[O:32])(=[O:31])[N:23]([CH3:30])[C:24]3[CH:29]=[CH:28][CH:27]=[CH:26][CH:25]=3)=[N:18][CH:19]=[CH:20][CH:21]=2)=[C:6]1[CH3:33].[OH-].[Na+].CO>Cl>[F:14][C:10]1[CH:9]=[C:8]2[C:13](=[CH:12][CH:11]=1)[N:5]([CH2:4][C:3]([OH:34])=[O:2])[C:6]([CH3:33])=[C:7]2[CH2:15][C:16]1[C:17]([S:22](=[O:32])(=[O:31])[N:23]([CH3:30])[C:24]2[CH:25]=[CH:26][CH:27]=[CH:28][CH:29]=2)=[N:18][CH:19]=[CH:20][CH:21]=1 |f:1.2|. Reported procedure: A mixture of {5-fluoro-2-methyl-3-[2-(methylphenylsulfamoyl)pyridin-3-ylmethyl]indol-1-yl}acetic acid methyl ester (0.14 g), 1.0 M aqueous sodium hydroxide solution (1.0 mL) and methanol (10 mL) was stirred at room temperature for 1.5 hours. The mixture was diluted with 1.0 M aqueous hydrochloric acid solution and concentrated under reduced pressure. The residue was diluted with 1.0 M aqueous hydrochloric acid solution and the resulting precipitate was collected by filtration and dried to give t... Starting materials: C, CC=Cc1ccc2c(c1)COC(CCCCC)O2, CCO, [H][H], [Pd]. Yields the product CCCCCC1OCc2cc(CCC)ccc2O1. RXN SMILES: [C:24].[CH2:1]([CH2:2][CH2:3][CH2:4][CH3:5])[CH:6]1[O:7][CH2:8][c:9]2[c:10]([cH:12][cH:13][c:14]([CH:16]=[CH:17][CH3:18])[cH:15]2)[O:11]1.[CH3:21][CH2:22][OH:23].[H:19][H:20].[Pd:25]>>[CH2:1]([CH2:2][CH2:3][CH2:4][CH3:5])[CH:6]1[O:7][CH2:8][c:9]2[c:10]([cH:12][cH:13][c:14]([CH2:16][CH2:17][CH3:18])[cH:15]2)[O:11]1. The reactants are ClC1=CC=C(C=C1)C(O)C1=CC(=CC=C1)C=1C=C(C=C2C=CC=NC12)C(C)C ((4-chloro-phenyl)-[3-(6-isopropyl-quinolin-8-yl)-phenyl]-methanol), O=S(Cl)Cl (SOCl2). Solvent: C1=CC=CC=C1 (benzene). Conditions: time 45 minute. Product: ClC(C=1C=C(C=CC1)C=1C=C(C=C2C=CC=NC12)C(C)C)C1=CC=C(C=C1)Cl (8-{3-[Chloro-(4-chloro-phenyl)-methyl]-phenyl}-6-isopropyl-quinoline). As a reaction SMILES: [Cl:1][C:2]1[CH:7]=[CH:6][C:5]([CH:8]([C:10]2[CH:15]=[CH:14][CH:13]=[C:12]([C:16]3[CH:17]=[C:18]([CH:26]([CH3:28])[CH3:27])[CH:19]=[C:20]4[C:25]=3[N:24]=[CH:23][CH:22]=[CH:21]4)[CH:11]=2)O)=[CH:4][CH:3]=1.O=S(Cl)[Cl:31]>C1C=CC=CC=1>[Cl:31][CH:8]([C:5]1[CH:6]=[CH:7][C:2]([Cl:1])=[CH:3][CH:4]=1)[C:10]1[CH:11]=[C:12]([C:16]2[CH:17]=[C:18]([CH:26]([CH3:28])[CH3:27])[CH:19]=[C:20]3[C:25]=2[N:24]=[CH:23][CH:22]=[CH:21]3)[CH:13]=[CH:14][CH:15]=1. Reported procedure: To a solution of (4-chloro-phenyl)-[3-(6-isopropyl-quinolin-8-yl)-phenyl]-methanol from Step 1 (1.0 g, 2.58 mmol) in benzene (7 mL) at 0° C. was added SOCl2 (0.375 mL, 5.2 mmol) dropwise. After 45 min. at 0-10° C., the resulting reaction mixture was filtered through silica gel and celite and then concentrated. Reaction SMILES: [CH3:1][O:2][C:3]([CH2:4][c:5]1[cH:6][c:7]([O:11][c:12]2[c:13]([CH2:19][Br:20])[cH:14][c:15]([Br:18])[cH:16][cH:17]2)[cH:8][cH:9][cH:10]1)=[O:21].[CH3:22][CH:23]1[NH:24][C:25](=[O:34])[O:26][CH:27]1[c:28]1[cH:29][cH:30][cH:31][cH:32][cH:33]1>>[CH3:1][O:2][C:3]([CH2:4][c:5]1[cH:6][c:7]([O:11][c:12]2[c:13]([CH2:19][N:24]3[CH:23]([CH3:22])[CH:27]([c:28]4[cH:29][cH:30][cH:31][cH:32][cH:33]4)[O:26][C:25]3=[O:34])[cH:14][c:15]([Br:18])[cH:16][cH:17]2)[cH:8][cH:9][cH:10]1)=[O:21]. Yields the product COC(=O)Cc1cccc(Oc2ccc(Br)cc2CN2C(=O)OC(c3ccccc3)C2C)c1. Reactants: COC(=O)Cc1cccc(Oc2ccc(Br)cc2CBr)c1, CC1NC(=O)OC1c1ccccc1. Reactants: CO, CCOC(=O)C1(N(CCOC2CCCCO2)S(=O)(=O)c2ccc3c(Cl)cnc(NC(=N)N)c3c2)CCCC1, [Na+], [OH-]. The product is N=C(N)Nc1ncc(Cl)c2ccc(S(=O)(=O)N(CCOC3CCCCO3)C3(C(=O)O)CCCC3)cc12. As a reaction SMILES: [CH3:41][OH:42].[Cl:1][c:2]1[cH:3][n:4][c:5]([NH:35][C:36](=[NH:37])[NH2:38])[c:6]2[cH:7][c:8]([S:12](=[O:13])(=[O:14])[N:15]([C:16]3([C:21](=[O:22])[O:23][CH2:24][CH3:25])[CH2:17][CH2:18][CH2:19][CH2:20]3)[CH2:26][CH2:27][O:28][CH:29]3[O:30][CH2:31][CH2:32][CH2:33][CH2:34]3)[cH:9][cH:10][c:11]12.[Na+:40].[OH-:39]>>[Cl:1][c:2]1[cH:3][n:4][c:5]([NH:35][C:36](=[NH:37])[NH2:38])[c:6]2[cH:7][c:8]([S:12](=[O:13])(=[O:14])[N:15]([C:16]3([C:21](=[O:22])[OH:23])[CH2:17][CH2:18][CH2:19][CH2:20]3)[CH2:26][CH2:27][O:28][CH:29]3[O:30][CH2:31][CH2:32][CH2:33][CH2:34]3)[cH:9][cH:10][c:11]12. Reactants: FC(C=1C=CC2=C(C(=NCC=3N2C(=NN3)Br)C3=NC=CC=C3)C1)(F)F (8-(trifluoromethyl)-1-bromo-6-(2-pyridyl)-4H-s-triazolo[4,3-a][1,4]benzodiazepine), CN1CCNCC1 (1-methylpiperazine). Product: FC(C=1C=CC2=C(C(=NCC=3N2C(=NN3)N3CCN(CC3)C)C3=NC=CC=C3)C1)(F)F (8-(trifluoromethyl)-1-(4-methylpiperazino)-6-(2-pyridyl)-4H-s-triazolo[4,3-a][1,4]benzodiazepine). As a reaction SMILES: [F:1][C:2]([F:25])([F:24])[C:3]1[CH:4]=[CH:5][C:6]2[N:12]3[C:13](Br)=[N:14][N:15]=[C:11]3[CH2:10][N:9]=[C:8]([C:17]3[CH:22]=[CH:21][CH:20]=[CH:19][N:18]=3)[C:7]=2[CH:23]=1.[CH3:26][N:27]1[CH2:32][CH2:31][NH:30][CH2:29][CH2:28]1>>[F:1][C:2]([F:25])([F:24])[C:3]1[CH:4]=[CH:5][C:6]2[N:12]3[C:13]([N:30]4[CH2:31][CH2:32][N:27]([CH3:26])[CH2:28][CH2:29]4)=[N:14][N:15]=[C:11]3[CH2:10][N:9]=[C:8]([C:17]3[CH:22]=[CH:21][CH:20]=[CH:19][N:18]=3)[C:7]=2[CH:23]=1. Reported procedure: In the manner given in Example 1, 8-(trifluoromethyl)-1-bromo-6-(2-pyridyl)-4H-s-triazolo[4,3-a][1,4]benzodiazepine is heated with 1-methylpiperazine to give 8-(trifluoromethyl)-1-(4-methylpiperazino)-6-(2-pyridyl)-4H-s-triazolo[4,3-a][1,4]benzodiazepine.